From a dataset of the Open Reaction Database (ORD), a public repository of structured organic reaction records. describe an organic reaction: reactants, conditions, products, and yield Reactants: NC1=CC=C(CC2=NC=3N(C(N(C(C3N2)=O)CC2=C(C=CC=C2)F)=O)CCCC)C=C1 (8-(4-amino-benzyl)-3-butyl-1-(2-fluoro-benzyl)-3,7-dihydro-purine-2,6-dione), C1(=CC=CC=C1)C=CS(=O)(=O)Cl (2-phenyl-ethenesulfonyl chloride). Yields the product C(CCC)N1C(N(C(C=2NC(=NC12)CC1=CC=C(C=C1)NS(=O)(=O)C=CC1=CC=CC=C1)=O)CC1=C(C=CC=C1)F)=O (2-Phenyl-ethenesulfonic acid {4-[3-butyl-1-(2-fluoro-benzyl)-2,6-dioxo-2,3,6,7-tetrahydro-1H-purin-8-ylmethyl]-phenyl}-amide). Procedure: Prepared from 8-(4-amino-benzyl)-3-butyl-1-(2-fluoro-benzyl)-3,7-dihydro-purine-2,6-dione and 2-phenyl-ethenesulfonyl chloride. Purity (ELSD, based on MW=587.7)=97%. Reaction SMILES: [NH2:1][C:2]1[CH:31]=[CH:30][C:5]([CH2:6][C:7]2[NH:15][C:14]3[C:13](=[O:16])[N:12]([CH2:17][C:18]4[CH:23]=[CH:22][CH:21]=[CH:20][C:19]=4[F:24])[C:11](=[O:25])[N:10]([CH2:26][CH2:27][CH2:28][CH3:29])[C:9]=3[N:8]=2)=[CH:4][CH:3]=1.[C:32]1([CH:38]=[CH:39][S:40](Cl)(=[O:42])=[O:41])[CH:37]=[CH:36][CH:35]=[CH:34][CH:33]=1>>[CH2:26]([N:10]1[C:9]2[N:8]=[C:7]([CH2:6][C:5]3[CH:4]=[CH:3][C:2]([NH:1][S:40]([CH:39]=[CH:38][C:32]4[CH:37]=[CH:36][CH:35]=[CH:34][CH:33]=4)(=[O:42])=[O:41])=[CH:31][CH:30]=3)[NH:15][C:14]=2[C:13](=[O:16])[N:12]([CH2:17][C:18]2[CH:23]=[CH:22][CH:21]=[CH:20][C:19]=2[F:24])[C:11]1=[O:25])[CH2:27][CH2:28][CH3:29]. Starting materials: C1(=CC=C(C=C1)S(=O)(=O)Cl)C (p-toluenesulfonyl chloride), C(CC)C=1N(C2=C(C=NC=3C=CC=NC23)N1)CCCCCC(=O)N (6-(2-propyl-1H-imidazo[4,5-c][1,5]naphthyridin-1-yl)hexanamide), C1=CC(=CC(=C1)Cl)C(=O)OO (mCPBA), [OH-].[NH4+] (ammonium hydroxide). Reaction conditions: time 1 hour. Product: NC1=NC=2C=CC=NC2C2=C1N=C(N2CCCCCC(=O)N)CCC (6-(4-amino-2-propyl-1H-imidazo[4,5-c][1,5]naphthyridin-1-yl)hexanamide). RXN SMILES: [CH2:1]([C:4]1[N:5]([CH2:17][CH2:18][CH2:19][CH2:20][CH2:21][C:22]([NH2:24])=[O:23])[C:6]2[C:15]3[N:14]=[CH:13][CH:12]=[CH:11][C:10]=3[N:9]=[CH:8][C:7]=2[N:16]=1)[CH2:2][CH3:3].C1C=C(Cl)C=C(C(OO)=O)C=1.[OH-].[NH4+:37].C1(C)C=CC(S(Cl)(=O)=O)=CC=1>>[NH2:37][C:8]1[C:7]2[N:16]=[C:4]([CH2:1][CH2:2][CH3:3])[N:5]([CH2:17][CH2:18][CH2:19][CH2:20][CH2:21][C:22]([NH2:24])=[O:23])[C:6]=2[C:15]2[N:14]=[CH:13][CH:12]=[CH:11][C:10]=2[N:9]=1 |f:2.3|. Procedure: A modification of the method described in Part F of Example 53 was used to treat 6-(2-propyl-1H-imidazo[4,5-c][1,5]naphthyridin-1-yl)hexanamide (1.20 g, 3.7 mmol) with mCPBA (2.47 g of 70-77% purity) followed by ammonium hydroxide (4 mL), and p-toluenesulfonyl chloride (0.70 g). After the amination reaction was stirred for one hour, a precipitate was present and was isolated by filtration and washed with chloroform and water. The precipitate was ground up and dried for three days at 70° C. and t...